Dataset: the Open Reaction Database (ORD), a public repository of structured organic reaction records. Task: describe an organic reaction: reactants, conditions, products, and yield Product: C(C1=CC=CC=C1)N1CCC(CC1)NC1=CC=C(C=N1)CO ({6-[(1-benzyl-4-piperidyl)amino]-3-pyridyl}methanol). Procedure details: Lithium aluminium hydride (304 mg) was added to a solution of methyl 6-[(1-benzyl-4-piperidyl)amino]nicotinate (1.3 g) in THF (20 ml) with stirring at 5-10° C. under atmospheric pressure of nitrogen, and the reaction mixture was stirred at 5-20° C. for 4 hours. The reaction mixture was cooled at 5° C. and water (0.3 ml), 15% NaOH solution (0.3 ml) and water (0.9 ml) was added, the resultant mixture was stirred at ambient temperature for 20 minutes. The reaction mixture was filtrated and the filt... Run in C1CCOC1 (THF). Reaction conditions: temperature 7.5 celsius. Yield: 56.4%. As a reaction SMILES: [H-].[Al+3].[Li+].[H-].[H-].[H-].[CH2:7]([N:14]1[CH2:19][CH2:18][CH:17]([NH:20][C:21]2[CH:30]=[CH:29][C:24]([C:25](OC)=[O:26])=[CH:23][N:22]=2)[CH2:16][CH2:15]1)[C:8]1[CH:13]=[CH:12][CH:11]=[CH:10][CH:9]=1.O.[OH-].[Na+]>C1COCC1>[CH2:7]([N:14]1[CH2:19][CH2:18][CH:17]([NH:20][C:21]2[N:22]=[CH:23][C:24]([CH2:25][OH:26])=[CH:29][CH:30]=2)[CH2:16][CH2:15]1)[C:8]1[CH:9]=[CH:10][CH:11]=[CH:12][CH:13]=1 |f:0.1.2.3.4.5,8.9|. Starting materials: [H-].[Al+3].[Li+].[H-].[H-].[H-] (Lithium aluminium hydride), C(C1=CC=CC=C1)N1CCC(CC1)NC1=NC=C(C(=O)OC)C=C1 (methyl 6-[(1-benzyl-4-piperidyl)amino]nicotinate), O (water), [OH-].[Na+] (NaOH), O (water), resultant mixture. Reactants: CC(C)(C[Sn](Cl)(CC(C)(C)c1ccccc1)c1ccccc1C(F)(F)F)c1ccccc1, [K+], O, N#C[S-], c1ccccc1. The product is CC(C)(C[Sn](CC(C)(C)c1ccccc1)(N=C=S)c1ccccc1C(F)(F)F)c1ccccc1. Reaction SMILES: [CH2:1]([C:2]([CH3:3])([CH3:4])[c:5]1[cH:6][cH:7][cH:8][cH:9][cH:10]1)[Sn:11]([c:12]1[c:13]([C:18]([F:19])([F:20])[F:21])[cH:14][cH:15][cH:16][cH:17]1)([CH2:22][C:23]([CH3:24])([CH3:25])[c:26]1[cH:27][cH:28][cH:29][cH:30][cH:31]1)[Cl:32].[K+:33].[OH2:43].[S-:34][C:35]#[N:36].[cH:37]1[cH:38][cH:39][cH:40][cH:41][cH:42]1>>[CH2:1]([C:2]([CH3:3])([CH3:4])[c:5]1[cH:6][cH:7][cH:8][cH:9][cH:10]1)[Sn:11]([c:12]1[c:13]([C:18]([F:19])([F:20])[F:21])[cH:14][cH:15][cH:16][cH:17]1)([CH2:22][C:23]([CH3:24])([CH3:25])[c:26]1[cH:27][cH:28][cH:29][cH:30][cH:31]1)[N:36]=[C:35]=[S:34]. Starting materials: O.C1(=CC=C(C=C1)S(=O)(=O)N1[C@H](C(=O)O)CCC1)C (N-(Toluene-4-sulfonyl)-L-proline hydrate), methyl ester, [Li+].[OH-] (LiOH), Cl.COC([C@@H](N)CC(C)C)=O (L-leucine methyl ester hydrochloride). Solvent: C1CCOC1.O (THF water). Product: C1(=CC=C(C=C1)S(=O)(=O)N1[C@H](C(=O)N[C@@H](CC(C)C)C(=O)O)CCC1)C (N-(Toluene-4-sulfonyl)-L-prolyl-L-leucine). Reaction SMILES: O.[C:2]1([CH3:19])[CH:7]=[CH:6][C:5]([S:8]([N:11]2[CH2:18][CH2:17][CH2:16][C@H:12]2[C:13]([OH:15])=O)(=[O:10])=[O:9])=[CH:4][CH:3]=1.Cl.C[O:22][C:23](=[O:30])[C@H:24]([CH2:26][CH:27]([CH3:29])[CH3:28])[NH2:25].[Li+].[OH-]>C1COCC1.O>[C:2]1([CH3:19])[CH:3]=[CH:4][C:5]([S:8]([N:11]2[CH2:18][CH2:17][CH2:16][C@H:12]2[C:13]([NH:25][C@H:24]([C:23]([OH:30])=[O:22])[CH2:26][CH:27]([CH3:29])[CH3:28])=[O:15])(=[O:9])=[O:10])=[CH:6][CH:7]=1 |f:0.1,2.3,4.5,6.7|. Procedure: N-(Toluene-4-sulfonyl)-L-proline hydrate was coupled to L-leucine methyl ester hydrochloride using the procedure described in Method 3. the title compound was prepared via hydrolysis of the methyl ester using LiOH in THF/water.